This data is from the Open Reaction Database (ORD), a public repository of structured organic reaction records. The task is: describe an organic reaction: reactants, conditions, products, and yield Reactants: O=C1NC(=O)c2ccccc21, CN(C)C=O, OCCOCCCl, [K]. Product: O=C1c2ccccc2C(=O)N1CCOCCO. Reaction SMILES: [C:8]1(=[O:18])[c:9]2[c:10]([cH:14][cH:15][cH:16][cH:17]2)[C:11](=[O:13])[NH:12]1.[CH3:20][N:21]([CH3:22])[CH:23]=[O:24].[Cl:1][CH2:2][CH2:3][O:4][CH2:5][CH2:6][OH:7].[K:19]>>[CH2:2]([CH2:3][O:4][CH2:5][CH2:6][OH:7])[N:12]1[C:8](=[O:18])[c:9]2[c:10]([cH:14][cH:15][cH:16][cH:17]2)[C:11]1=[O:13]. Starting materials: [Br-], Cc1ccccc1, CC(C)OC(=O)c1cncn1C1CCCc2cc(OS(=O)(=O)C(F)(F)F)ccc21, OB(O)C1CC1, [F-], [K+], [Na+], O, [Pd], c1ccc(P(c2ccccc2)c2ccccc2)cc1, c1ccc(P(c2ccccc2)c2ccccc2)cc1, c1ccc(P(c2ccccc2)c2ccccc2)cc1, c1ccc(P(c2ccccc2)c2ccccc2)cc1. Product: CC(C)OC(=O)c1cncn1C1CCCc2cc(C3CC3)ccc21. Reaction SMILES: [Br-:39].[CH3:118][c:119]1[cH:120][cH:121][cH:122][cH:123][cH:124]1.[CH:1]([CH3:2])([CH3:3])[O:4][C:5](=[O:6])[c:7]1[n:8]([CH:12]2[CH2:13][CH2:14][CH2:15][c:16]3[cH:17][c:18]([O:22][S:23]([C:24]([F:25])([F:26])[F:27])(=[O:28])=[O:29])[cH:19][cH:20][c:21]32)[cH:9][n:10][cH:11]1.[CH:30]1([B:33]([OH:34])[OH:35])[CH2:31][CH2:32]1.[F-:36].[K+:37].[Na+:38].[OH2:40].[Pd:41].[c:42]1([P:43]([c:44]2[cH:45][cH:46][cH:47][cH:48][cH:49]2)[c:50]2[cH:51][cH:52][cH:53][cH:54][cH:55]2)[cH:56][cH:57][cH:58][cH:59][cH:60]1.[c:61]1([P:62]([c:63]2[cH:64][cH:65][cH:66][cH:67][cH:68]2)[c:69]2[cH:70][cH:71][cH:72][cH:73][cH:74]2)[cH:75][cH:76][cH:77][cH:78][cH:79]1.[c:80]1([P:81]([c:82]2[cH:83][cH:84][cH:85][cH:86][cH:87]2)[c:88]2[cH:89][cH:90][cH:91][cH:92][cH:93]2)[cH:94][cH:95][cH:96][cH:97][cH:98]1.[c:99]1([P:100]([c:101]2[cH:102][cH:103][cH:104][cH:105][cH:106]2)[c:107]2[cH:108][cH:109][cH:110][cH:111][cH:112]2)[cH:113][cH:114][cH:115][cH:116][cH:117]1>>[CH:1]([CH3:2])([CH3:3])[O:4][C:5](=[O:6])[c:7]1[n:8]([CH:12]2[CH2:13][CH2:14][CH2:15][c:16]3[cH:17][c:18]([CH:30]4[CH2:31][CH2:32]4)[cH:19][cH:20][c:21]32)[cH:9][n:10][cH:11]1. Starting materials: ClC1=C(C=C(C=C1)S(=O)(=O)NC=1C(=NC=C(C1)Cl)C(=O)C=1C(=NC=CC1)OC)C(F)(F)F (4-chloro-N-[5-chloro-2-(2-methoxy-pyridine-3-carbonyl)-pyridin-3-yl]-3-trifluoromethyl-benzene sulfonamide), C(=O)(O)[O-].[Na+] (NaHCO3). Solvent: O (water), Br (HBr), CC(=O)O (AcOH). Reaction conditions: temperature 50 celsius, time 2 hour. Yields the product ClC1=C(C=C(C=C1)S(=O)(=O)NC=1C(=NC=C(C1)Cl)C(=O)C=1C(=NC=CC1)O)C(F)(F)F (4-chloro-N-[5-chloro-2-(2-hydroxy-pyridine-3-carbonyl)-pyridin-3-yl]-3-trifluoromethyl-benzenesulfonamide). The yield is 61.7%. RXN SMILES: [Cl:1][C:2]1[CH:7]=[CH:6][C:5]([S:8]([NH:11][C:12]2[C:13]([C:19]([C:21]3[C:22]([O:27]C)=[N:23][CH:24]=[CH:25][CH:26]=3)=[O:20])=[N:14][CH:15]=[C:16]([Cl:18])[CH:17]=2)(=[O:10])=[O:9])=[CH:4][C:3]=1[C:29]([F:32])([F:31])[F:30].C([O-])(O)=O.[Na+]>Br.CC(O)=O.O>[Cl:1][C:2]1[CH:7]=[CH:6][C:5]([S:8]([NH:11][C:12]2[C:13]([C:19]([C:21]3[C:22]([OH:27])=[N:23][CH:24]=[CH:25][CH:26]=3)=[O:20])=[N:14][CH:15]=[C:16]([Cl:18])[CH:17]=2)(=[O:9])=[O:10])=[CH:4][C:3]=1[C:29]([F:32])([F:30])[F:31] |f:1.2|. Procedure details: A mixture of 4-chloro-N-[5-chloro-2-(2-methoxy-pyridine-3-carbonyl)-pyridin-3-yl]-3-trifluoromethyl-benzene sulfonamide (10 mg, mmol) in 30% HBr in AcOH (1 mL) was stirred at 50° C. for 2 h. The reaction mixture was cooled to room temperature, diluted with water (1 mL) and treated with saturated aqueous NaHCO3 solution slowly till pH 5-6. The mixture was extracted with EtOAc (2×25 mL), dried (anhydrous Na2SO4) and concentrated. The obtained residue was column purified (SiO2, 10% MeOH in CH2Cl2) ... The reactants are FC1=CC(=C(N)C=C1)I (4-fluoro-2-iodoaniline), O=C1C(CCC1)CC(=O)OCC (ethyl 2-(2-oxocyclopentyl)acetate). The reagents and catalysts are C1(=CC=C(C=C1)S(=O)(=O)O)C (p-toluenesulfonic acid). The solvent is C1=CC=CC=C1 (benzene). Reaction conditions: temperature 115 celsius. Product: C(C)OC(CC1CCC2=C1NC=1C=CC(=CC21)F)=O ((+/−)-(7-Fluoro-1,2,3,4-tetrahydrocyclopenta[b]indol-3-yl)acetic acid ethyl ester). The yield is 53.1%. Reaction SMILES: [F:1][C:2]1[CH:8]=[CH:7][C:5]([NH2:6])=[C:4](I)[CH:3]=1.O=[C:11]1[CH2:15][CH2:14][CH2:13][CH:12]1[CH2:16][C:17]([O:19][CH2:20][CH3:21])=[O:18]>C1C=CC=CC=1.C1(C)C=CC(S(O)(=O)=O)=CC=1>[CH2:20]([O:19][C:17](=[O:18])[CH2:16][CH:12]1[C:11]2[NH:6][C:5]3[CH:7]=[CH:8][C:2]([F:1])=[CH:3][C:4]=3[C:15]=2[CH2:14][CH2:13]1)[CH3:21]. Reported procedure: A solution of 10.00 g of 4-fluoro-2-iodoaniline, 6.57 g of ethyl 2-(2-oxocyclopentyl)acetate and 121 mg of p-toluenesulfonic acid in 100 ml of benzene was refluxed with a Dean-Stark trap under a N2 atmosphere for 24 h. After this time, the benzene was removed under distillation. Then, 60 ml of DMF was added and the solution was degassed before 19 ml of Hunig's base followed by 405 mg of Pd(OAc)2 were added successively. The solution was heated to 115° C. for 3 h, then cooled to room temperature.... Starting materials: C1CCOC1, C=CCn1c(=O)n(CC=C)c2cc(C(=O)N(C)OC)ccc21, COc1ccc(C(C)Cl)c(Cl)c1, [Mg], O. Product: C=CCn1c(=O)n(CC=C)c2cc(C(=O)C(C)c3ccc(OC)cc3Cl)ccc21. Reaction SMILES: [CH2:37]1[O:38][CH2:39][CH2:40][CH2:41]1.[CH3:14][O:15][N:16]([C:17](=[O:18])[c:19]1[cH:20][c:21]2[c:22]([n:23]([CH2:30][CH:31]=[CH2:32])[c:24](=[O:29])[n:25]2[CH2:26][CH:27]=[CH2:28])[cH:33][cH:34]1)[CH3:35].[Cl:2][c:3]1[c:4]([CH:11]([CH3:12])[Cl:13])[cH:5][cH:6][c:7]([O:9][CH3:10])[cH:8]1.[Mg:1].[OH2:36]>>[Cl:2][c:3]1[c:4]([CH:11]([CH3:12])[C:17](=[O:18])[c:19]2[cH:20][c:21]3[c:22]([n:23]([CH2:30][CH:31]=[CH2:32])[c:24](=[O:29])[n:25]3[CH2:26][CH:27]=[CH2:28])[cH:33][cH:34]2)[cH:5][cH:6][c:7]([O:9][CH3:10])[cH:8]1.